This data is from the Open Reaction Database (ORD), a public repository of structured organic reaction records. The task is: describe an organic reaction: reactants, conditions, products, and yield Starting materials: BrBr (Br2), [NH4+].[OH-] (NH4OH), C(C)C(C(N1C=NC=C1)C1=CC=C(N)C=C1)CC (4-(2-ethyl-1-(1H-imidazol-1-yl)butyl)aniline), C(#N)[S-].[K+] (KSCN). Run in CC(=O)O (AcOH), ice water, CC(=O)O (AcOH). Run at time 8 hour. The product is C(C)C(C(N1C=NC=C1)C1=CC2=C(N=C(S2)N)C=C1)CC (6-(2-ethyl-1-(1H-imidazol-1-yl)butyl)benzo[d]thiazol-2-amine). As a reaction SMILES: [CH2:1]([CH:3]([CH2:17][CH3:18])[CH:4]([C:10]1[CH:16]=[CH:15][C:13]([NH2:14])=[CH:12][CH:11]=1)[N:5]1[CH:9]=[CH:8][N:7]=[CH:6]1)[CH3:2].[C:19]([S-:21])#[N:20].[K+].BrBr.[NH4+].[OH-]>CC(O)=O>[CH2:17]([CH:3]([CH2:1][CH3:2])[CH:4]([C:10]1[CH:11]=[CH:12][C:13]2[N:14]=[C:19]([NH2:20])[S:21][C:15]=2[CH:16]=1)[N:5]1[CH:9]=[CH:8][N:7]=[CH:6]1)[CH3:18] |f:1.2,4.5|. Reported procedure: A solution of 4-(2-ethyl-1-(1H-imidazol-1-yl)butyl)aniline (285 mg, 1.17 mmol) and KSCN (455 rug, 4.68 mmol) in AcOH (6 mL) was stirred until all dissolved at RT and then treated with Br2 (0.063 mL, 1.23 mmol) in AcOH (2 mL) added drop wise via syringe over 5 min. The reaction mixture was stirred overnight at RT. The reaction mixture was diluted with ice water and then basified with NH4OH (pH 12). The aqueous phase was extracted three times with DCM and the organic extracts were combined and dri... Reactants: NC1=C(C(=O)O)C=CC(=C1)C1=CC=NC=C1 (2-amino-4-(4-pyridinyl)benzoic acid), C(=O)(Cl)Cl (phosgene), ( a ), NC1=C(C(=O)O)C=CC(=C1)C1=CC=NC=C1 (2-amino-4-(4-pyridinyl)benzoic acid), [N+](=O)([O-])C1=C(C(=O)O)C=CC(=C1)C1=CC=NC=C1 (2-nitro-4-(4-pyridinyl)benzoic acid), C(C)N1C=C(C(C2=CC=C(C=C12)C1=NC=CC=C1)=O)C(=O)O (1-ethyl-1,4-dihydro-4-oxo-7-pyridinyl-3-quinolinecarboxylic acid), ( b ). Yields the product N1=CC=C(C=C1)C=1C=C2C(C(=O)OC(N2)=O)=CC1 (4-(4-pyridinyl)isatoic anhydride), ( c ). RXN SMILES: [N+:1]([C:4]1[CH:12]=[C:11]([C:13]2[CH:18]=[CH:17][N:16]=[CH:15][CH:14]=2)[CH:10]=[CH:9][C:5]=1[C:6]([OH:8])=[O:7])([O-])=O.C(N1C2C(=CC=C(C3C=CC=CN=3)C=2)[C:24](=[O:37])C(C(O)=O)=C1)C.NC1C=C(C2C=CN=CC=2)C=CC=1C(O)=O.C(Cl)(Cl)=O>>[N:16]1[CH:17]=[CH:18][C:13]([C:11]2[CH:12]=[C:4]3[NH:1][C:24](=[O:37])[O:8][C:6](=[O:7])[C:5]3=[CH:9][CH:10]=2)=[CH:14][CH:15]=1. Reported procedure: It was found that the 2-nitro-4-(4-pyridinyl)benzoic acid prepared in the preceding examples could be converted to 1-ethyl-1,4-dihydro-4-oxo-7-pyridinyl-3-quinolinecarboxylic acid by (a) reducing it to 2-amino-4-(4-pyridinyl)benzoic acid, (b) reacting the 2-amino-4-(4-pyridinyl)benzoic acid with phosgene to form 4-(4-pyridinyl)isatoic anhydride, (c) alkylating the 4-(4-pyridinyl)isatoic anhydride with ethyl bromide to produce N-ethyl-4-(4-pyridinyl)isatoic anhydride, (d) reacting the N-ethyl-4-(...